From a dataset of the Open Reaction Database (ORD), a public repository of structured organic reaction records. describe an organic reaction: reactants, conditions, products, and yield Reactants: CS(=O)(=O)OS(=O)(=O)C (Methanesulfonic anhydride), NCCOC1=CC=2C3=C(C(=NC2C=C1)N)N=C(N3CCC)COCC (8-(2-aminoethoxy)-2-ethoxymethyl-1-propyl-1H-imidazo[4,5-c]quinolin-4-amine), [OH-].[Na+] (sodium hydroxide). The solvent is ClCCl (dichloromethane). Run at time 30 minute. Product: NC1=NC=2C=CC(=CC2C2=C1N=C(N2CCC)COCC)OCCNS(=O)(=O)C (N-[2-(4-amino-2-ethoxymethyl-1-propyl-1H-imidazo[4,5-c]quinolin-8-yloxy)ethyl]methanesulfonamide). Yield: 49.1%. Reaction SMILES: [CH3:1][S:2]([O:5]S(C)(=O)=O)(=O)=[O:3].[NH2:10][CH2:11][CH2:12][O:13][C:14]1[CH:23]=[CH:22][C:21]2[N:20]=[C:19]([NH2:24])[C:18]3[N:25]=[C:26]([CH2:31][O:32][CH2:33][CH3:34])[N:27]([CH2:28][CH2:29][CH3:30])[C:17]=3[C:16]=2[CH:15]=1.[OH-].[Na+]>ClCCl>[NH2:24][C:19]1[C:18]2[N:25]=[C:26]([CH2:31][O:32][CH2:33][CH3:34])[N:27]([CH2:28][CH2:29][CH3:30])[C:17]=2[C:16]2[CH:15]=[C:14]([O:13][CH2:12][CH2:11][NH:10][S:2]([CH3:1])(=[O:5])=[O:3])[CH:23]=[CH:22][C:21]=2[N:20]=1 |f:2.3|. Procedure details: Methanesulfonic anhydride (0.265 g, 1.52 mmol) was added in one portion to a solution of 8-(2-aminoethoxy)-2-ethoxymethyl-1-propyl-1H-imidazo[4,5-c]quinolin-4-amine (0.500 g, 1.46 mmol) in dichloromethane (10 mL), and the reaction was stirred for 30 minutes. A precipitate formed. Aqueous sodium hydroxide (25 mL of 10%) was added, and the mixture was stirred for 20 minutes. The aqueous layer was separated and extracted with dichloromethane. The combined organic fractions were washed sequentially ... Reactants: N1C=CC2=CC=CC=C12 (indole), CN(C(C1=CC=C(C=C1)OC)=O)C (N,N-dimethylanisamide), P(=O)(Cl)(Cl)Cl (phosphorus oxychloride), [OH-].[Na+] (sodium hydroxide). Solvent: O (water), CCOCC (ether). Product: COC1=CC=C(C(=O)C2=CNC3=CC=CC=C23)C=C1 (3-(p-methoxybenzoyl)indole). The yield is 56.0%. As a reaction SMILES: [NH:1]1[C:9]2[C:4](=[CH:5][CH:6]=[CH:7][CH:8]=2)[CH:3]=[CH:2]1.CN(C)[C:12](=[O:21])[C:13]1[CH:18]=[CH:17][C:16]([O:19][CH3:20])=[CH:15][CH:14]=1.P(Cl)(Cl)(Cl)=O.[OH-].[Na+]>O.CCOCC>[CH3:20][O:19][C:16]1[CH:17]=[CH:18][C:13]([C:12]([C:3]2[C:4]3[C:9](=[CH:8][CH:7]=[CH:6][CH:5]=3)[NH:1][CH:2]=2)=[O:21])=[CH:14][CH:15]=1 |f:3.4|. Reported procedure: 2.6 g of indole and 8.6 g of N,N-dimethylanisamide were added to 2.6 ml of phosphorus oxychloride. The mixture was heated at 80°-85° C. for 3 hours. After cooling,50 ml of ether was added to the mixture. The reaction mixture was then poured into water and pH value was adjusted to 10 with aqueous solution of sodium hydroxide. The resulting precipitate was filtered out and then recrystallized from ethanol to obtain compound 1 in the form of white crystals. (Yield: 56%) Starting materials: FC1=C(C=CC=C1)[C@@H]1N2C(C(CC[C@@H]2CCC1)I)=O ((6R*,9aS*)-6-(2-fluorophenyl)-3-iodooctahydroquinolizin-4-one), P(OCC)(OCC)OCC (triethyl phosphite). Run at temperature 120 celsius, time 5 hour. Product: FC1=C(C=CC=C1)[C@H]1N2C(C(CC[C@H]2CCC1)P(OCC)(OCC)=O)=O (diethyl [(6S*,9aR*)-6-(2-fluorophenyl)-4-oxooctahydroquinolizin-3-yl]phosphonate). Reaction SMILES: [F:1][C:2]1[CH:7]=[CH:6][CH:5]=[CH:4][C:3]=1[C@H:8]1[CH2:17][CH2:16][CH2:15][C@@H:14]2[N:9]1[C:10](=[O:19])[CH:11](I)[CH2:12][CH2:13]2.[P:20]([O:27]CC)([O:24][CH2:25][CH3:26])[O:21][CH2:22][CH3:23]>>[F:1][C:2]1[CH:7]=[CH:6][CH:5]=[CH:4][C:3]=1[C@@H:8]1[CH2:17][CH2:16][CH2:15][C@H:14]2[N:9]1[C:10](=[O:19])[CH:11]([P:20](=[O:27])([O:24][CH2:25][CH3:26])[O:21][CH2:22][CH3:23])[CH2:12][CH2:13]2. Reported procedure: A mixture of (6R*,9aS*)-6-(2-fluorophenyl)-3-iodooctahydroquinolizin-4-one (500 mg) with triethyl phosphite (6 mL) was stirred at 120° C. for five hours. The reaction solution was left to cool to room temperature and then concentrated under reduced pressure to obtain 501 mg of the title compound. The property value of the compound is as follows. Starting materials: [Si](C)(C)(C(C)(C)C)O[C@H]1[C@@H]2[C@H](OC1)\C(\CO2)=C\C(=O)OCC (ethyl(2E)-2-[(3R,3aS,6aR)-3-[tert-butyl(dimethyl)silyl]oxy-2,3,3a,6a-tetrahydrofuro[3,2-b]furan-6-ylidene]acetate), [BH4-].[Na+] (Sodium borohydride). Reagents/catalysts: O.O.O.O.O.O.[Ni](Cl)Cl (nickel chloride hexahydrate). The solvent is C(C)O (ethanol). Conditions: time 1 hour. Yields the product O[C@@H]1CO[C@H]2[C@@H]1OCC2CC(=O)OCC (ethyl 2-[(3aR,6R,6aR)-6-hydroxy-2,3,3a,5,6,6a-hexahydrofuro[3,2-b]furan-3-yl]acetate). Reaction SMILES: [Si]([O:8][C@@H:9]1[CH2:13][O:12][C@@H:11]2/[C:14](=[CH:17]/[C:18]([O:20][CH2:21][CH3:22])=[O:19])/[CH2:15][O:16][C@H:10]12)(C(C)(C)C)(C)C.[BH4-].[Na+]>O.O.O.O.O.O.[Ni](Cl)Cl.C(O)C>[OH:8][C@H:9]1[C@H:10]2[O:16][CH2:15][CH:14]([CH2:17][C:18]([O:20][CH2:21][CH3:22])=[O:19])[C@H:11]2[O:12][CH2:13]1 |f:1.2,3.4.5.6.7.8.9|. Reported procedure: A 20 mL vessel was charged ethyl(2E)-2-[(3R,3aS,6aR)-3-[tert-butyl(dimethyl)silyl]oxy-2,3,3a,6a-tetrahydrofuro[3,2-b]furan-6-ylidene]acetate (45 mg, 0.137 mmol), nickel chloride hexahydrate (32.6 mg, 0.137 mmol) and ethanol (1 mL). Sodium borohydride (51.8 mg, 1.37 mmol) was added slowly and the mixture was stirred at room temperature for 1 h. The reaction was quenched with water (0.5 mL) and partitioned between water (4 mL) and ethyl acetate (10 mL). The aqueous layer was extracted with ethyl a... Reactants: NCCN1C(=CC=2CCCCC12)C(=O)OCC (Ethyl 1-(2-Aminoethyl)-4,5,6,7-tetrahydro-1H-indole-2-carboxylate), C(C)(=O)OCC1=C(C=C(C=C1Br)F)Br (2,6-Dibromo-4-fluorobenzyl acetate), CC1(C2=C(C(=CC=C2)P(C3=CC=CC=C3)C4=CC=CC=C4)OC5=C(C=CC=C51)P(C6=CC=CC=C6)C7=CC=CC=C7)C (Xantphos), C(=O)([O-])[O-].[Cs+].[Cs+] (Cs2CO3). Reagents/catalysts: C=1C=CC(=CC1)/C=C/C(=O)/C=C/C2=CC=CC=C2.C=1C=CC(=CC1)/C=C/C(=O)/C=C/C2=CC=CC=C2.C=1C=CC(=CC1)/C=C/C(=O)/C=C/C2=CC=CC=C2.[Pd].[Pd] (tris(dibenzylideneacetone)dipalladium(0)). Run in O1CCOCC1 (1,4-dioxane). Conditions: temperature 100 celsius. Product: C(C)(=O)OCC1=C(C=C(C=C1N1C(C=2N(C=3CCCCC3C2)CC1)=O)F)Br (2-Bromo-4-fluoro-6-(1-oxo-3,4,6,7,8,9-hexahydropyrazino[1,2-a]indol-2(1H)-yl)benzyl Acetate). Yield: 60.0%. As a reaction SMILES: [NH2:1][CH2:2][CH2:3][N:4]1[C:12]2[CH2:11][CH2:10][CH2:9][CH2:8][C:7]=2[CH:6]=[C:5]1[C:13]([O:15]CC)=O.[C:18]([O:21][CH2:22][C:23]1[C:28]([Br:29])=[CH:27][C:26]([F:30])=[CH:25][C:24]=1Br)(=[O:20])[CH3:19].CC1(C)C2C(=C(P(C3C=CC=CC=3)C3C=CC=CC=3)C=CC=2)OC2C(P(C3C=CC=CC=3)C3C=CC=CC=3)=CC=CC1=2.C([O-])([O-])=O.[Cs+].[Cs+]>C1C=CC(/C=C/C(/C=C/C2C=CC=CC=2)=O)=CC=1.C1C=CC(/C=C/C(/C=C/C2C=CC=CC=2)=O)=CC=1.C1C=CC(/C=C/C(/C=C/C2C=CC=CC=2)=O)=CC=1.[Pd].[Pd].O1CCOCC1>[C:18]([O:21][CH2:22][C:23]1[C:24]([N:1]2[CH2:2][CH2:3][N:4]3[C:12]4[CH2:11][CH2:10][CH2:9][CH2:8][C:7]=4[CH:6]=[C:5]3[C:13]2=[O:15])=[CH:25][C:26]([F:30])=[CH:27][C:28]=1[Br:29])(=[O:20])[CH3:19] |f:3.4.5,6.7.8.9.10|. Reported procedure: A 250-mL single-neck round-bottomed flask equipped with a magnetic stirrer was charged with ethyl 1-(2-aminoethyl)-4,5,6,7-tetrahydro-1H-indole-2-carboxylate 101k (3.8 g, 20 mmol), 197c (20 g, 60 mmol), Xantphos (1.2 g, 2 mmol), tris(dibenzylideneacetone)dipalladium(0) (1.8 g, 2 mmol), Cs2CO3 (16 g, 50 mmol), and 1,4-dioxane (120 mL). The system was evacuated and then refilled with N2. A reflux condenser was attached to the flask, and the reaction mixture was heated at 100° C. for 16 h. It was t... Reaction SMILES: [CH3:1][CH2:2][CH2:3][CH2:4][C:5]([N:7]([C@H:26]([C:30]([OH:32])=[O:31])[CH:27]([CH3:29])[CH3:28])[CH2:8][C:9]1[CH:10]=[CH:11][C:12]([C:15]2[CH:16]=[CH:17][CH:18]=[CH:19][C:20]=2[C:21]2[NH:22][N:23]=[N:24][N:25]=2)=[CH:13][CH:14]=1)=[O:6].[OH-].[Mg+2:34].[OH-].[OH-].[Ca+2:37].[OH-]>C(O)(C)C.O>[CH3:1][CH2:2][CH2:3][CH2:4][C:5]([N:7]([C@H:26]([C:30]([OH:32])=[O:31])[CH:27]([CH3:29])[CH3:28])[CH2:8][C:9]1[CH:10]=[CH:11][C:12]([C:15]2[CH:16]=[CH:17][CH:18]=[CH:19][C:20]=2[C:21]2[NH:22][N:23]=[N:24][N:25]=2)=[CH:13][CH:14]=1)=[O:6].[Ca:37].[Mg:34] |f:1.2.3,4.5.6,9.10.11|. Yields the product CCCCC(=O)N(CC=1C=CC(=CC1)C=2C=CC=CC2C=3NN=NN3)[C@@H](C(C)C)C(=O)O.[Ca].[Mg] (Valsartan Calcium Magnesium). The solvent is C(C)(C)O (isopropanol), O (water). The reactants are CCCCC(=O)N(CC=1C=CC(=CC1)C=2C=CC=CC2C=3NN=NN3)[C@@H](C(C)C)C(=O)O (valsartan), [OH-].[Mg+2].[OH-] (magnesium hydroxide), [OH-].[Ca+2].[OH-] (calcium hydroxide). Procedure: 21.5 g of valsartan in 200 ml of isopropanol and 100 ml of water are stirred for ca. 3 hours at ca. 25° C. with 1.5 g of magnesium hydroxide and 1.9 g of calcium hydroxide. The practically clear solution is concentrated in a vacuum at ca. 50° C. A total of 240 ml of ethyl acetate is added with stirring to the still warm, semi-solid residue which contains residual water. Upon stirring over night at ca. 25° C., initially sticky constituents are transformed into a homogeneous suspension. The suspen... Reactants: COC(=O)c1ccccc1C=Cc1cc(-c2ccc[nH]c2=O)cc(C(C)(C)C)c1OC, CO, [Li+], [OH-]. Product: COc1c(C=Cc2ccccc2C(=O)O)cc(-c2ccc[nH]c2=O)cc1C(C)(C)C. As a reaction SMILES: [CH3:1][O:2][C:3]([c:4]1[c:5]([CH:10]=[CH:11][c:12]2[c:13]([O:29][CH3:30])[c:14]([C:25]([CH3:26])([CH3:27])[CH3:28])[cH:15][c:16](-[c:18]3[c:19](=[O:24])[nH:20][cH:21][cH:22][cH:23]3)[cH:17]2)[cH:6][cH:7][cH:8][cH:9]1)=[O:31].[CH3:34][OH:35].[Li+:33].[OH-:32]>>[O:2]=[C:3]([c:4]1[c:5]([CH:10]=[CH:11][c:12]2[c:13]([O:29][CH3:30])[c:14]([C:25]([CH3:26])([CH3:27])[CH3:28])[cH:15][c:16](-[c:18]3[c:19](=[O:24])[nH:20][cH:21][cH:22][cH:23]3)[cH:17]2)[cH:6][cH:7][cH:8][cH:9]1)[OH:31]. The reactants are C[C@H]1COCCN1C=1C2=C(N=C(N1)C=1C=NC(=NC1)N)CNCC2 ((S)-5-(4-(3-methylmorpholino)-5,6,7,8-tetrahydropyrido[3,4-d]pyrimidin-2-yl)pyrimidin-2-amine), C(C)(C)Br (isopropylbromide). Product: C(C)(C)N1CC=2N=C(N=C(C2CC1)N1[C@H](COCC1)C)C=1C=NC(=NC1)N ((S)-5-(7-isopropyl-4-(3-methylmorpholino)-5,6,7,8-tetrahydropyrido[3,4-d]pyrimidin-2-yl)pyrimidin-2-amine). RXN SMILES: [CH3:1][C@@H:2]1[N:7]([C:8]2[C:9]3[CH2:24][CH2:23][NH:22][CH2:21][C:10]=3[N:11]=[C:12]([C:14]3[CH:15]=[N:16][C:17]([NH2:20])=[N:18][CH:19]=3)[N:13]=2)[CH2:6][CH2:5][O:4][CH2:3]1.[CH:25](Br)([CH3:27])[CH3:26]>>[CH:25]([N:22]1[CH2:23][CH2:24][C:9]2[C:8]([N:7]3[CH2:6][CH2:5][O:4][CH2:3][C@@H:2]3[CH3:1])=[N:13][C:12]([C:14]3[CH:15]=[N:16][C:17]([NH2:20])=[N:18][CH:19]=3)=[N:11][C:10]=2[CH2:21]1)([CH3:27])[CH3:26]. Procedure: Compound fk was prepared according to the procedure described in Example 2 by reacting (S)-5-(4-(3-methylmorpholino)-5,6,7,8-tetrahydropyrido[3,4-d]pyrimidin-2-yl)pyrimidin-2-amine with isopropylbromide. LC-MS: m/z=+370 (M+H)−. Starting materials: OC1=CC=C(C=C1)CCN (2-(4-Hydroxyphenyl)ethylamine), [H][H] (hydrogen). Reagents/catalysts: [Pt](=O)=O (platinum dioxide). Solvent: C(C)(=O)O (acetic acid). Yields the product OC1CCC(CC1)CCN (2-(4-hydroxycylohexyl)ethylamine). The yield is 125.7%. RXN SMILES: [OH:1][C:2]1[CH:7]=[CH:6][C:5]([CH2:8][CH2:9][NH2:10])=[CH:4][CH:3]=1.[H][H]>C(O)(=O)C.[Pt](=O)=O>[OH:1][CH:2]1[CH2:7][CH2:6][CH:5]([CH2:8][CH2:9][NH2:10])[CH2:4][CH2:3]1. Reported procedure: 2-(4-Hydroxyphenyl)ethylamine (1.37 g, 10.0 mmol, 1.0 eq ) was dissolved in acetic acid (10 ml), and platinum dioxide catalyst (137 mg) was added. The mixture was stirred at 3 kgf/cm2 in a stream of hydrogen at 70° C. for 5 hours. The reaction mixture was filtered through Celite and the catalyst was washed with toluene. The filtrate was concentrated under reduced pressure to give 2-(4-hydroxycylohexyl)ethylamine (1.8 g).